This data is from the Open Reaction Database (ORD), a public repository of structured organic reaction records. The task is: describe an organic reaction: reactants, conditions, products, and yield Reactants: CCOC(C)=O, CS(=O)(=O)NCCOS(C)(=O)=O, NCc1ccccc1. Yields the product CS(=O)(=O)NCCNCc1ccccc1. RXN SMILES: [CH2:21]([O:22][C:23](=[O:24])[CH3:25])[CH3:26].[CH3:1][S:2](=[O:3])(=[O:4])[NH:5][CH2:6][CH2:7][O:8][S:9]([CH3:10])(=[O:11])=[O:12].[NH2:13][CH2:14][c:15]1[cH:16][cH:17][cH:18][cH:19][cH:20]1>>[CH3:1][S:2](=[O:3])(=[O:4])[NH:5][CH2:6][CH2:7][NH:13][CH2:14][c:15]1[cH:16][cH:17][cH:18][cH:19][cH:20]1. The reactants are CCOCCNC(=O)c1c(Cl)cccc1[Si](C)(C)C, CCI, C1CCOC1, C[Si](C)(C)[N-][Si](C)(C)C, [Na+]. Product: CCOCCN(CC)C(=O)c1c(Cl)cccc1[Si](C)(C)C. Reaction SMILES: [CH2:11]([CH3:12])[O:13][CH2:14][CH2:15][NH:16][C:17]([c:18]1[c:19]([Cl:28])[cH:20][cH:21][cH:22][c:23]1[Si:24]([CH3:25])([CH3:26])[CH3:27])=[O:29].[CH2:30]([CH3:31])[I:32].[CH2:33]1[O:34][CH2:35][CH2:36][CH2:37]1.[CH3:1][Si:2]([N-:3][Si:4]([CH3:5])([CH3:6])[CH3:7])([CH3:8])[CH3:9].[Na+:10]>>[CH2:11]([CH3:12])[O:13][CH2:14][CH2:15][N:16]([C:17]([c:18]1[c:19]([Cl:28])[cH:20][cH:21][cH:22][c:23]1[Si:24]([CH3:25])([CH3:26])[CH3:27])=[O:29])[CH2:30][CH3:31].